Task: describe an organic reaction: reactants, conditions, products, and yield. Dataset: the Open Reaction Database (ORD), a public repository of structured organic reaction records Run in C(CCC)O (butanol). Reaction SMILES: Cl[C:2]1[N:7]=[N:6][C:5]([C:8]2[CH:13]=[CH:12][CH:11]=[CH:10][CH:9]=2)=[N:4][C:3]=1[CH2:14][C:15]1[CH:20]=[CH:19][CH:18]=[CH:17][CH:16]=1.[Cl:21][C:22]1[CH:23]=[C:24]([N:28]2[CH2:33][CH2:32][NH:31][CH2:30][CH2:29]2)[CH:25]=[CH:26][CH:27]=1>C(O)CCC>[C:8]1([C:5]2[N:6]=[N:7][C:2]([N:31]3[CH2:30][CH2:29][N:28]([C:24]4[CH:25]=[CH:26][CH:27]=[C:22]([Cl:21])[CH:23]=4)[CH2:33][CH2:32]3)=[C:3]([CH2:14][C:15]3[CH:20]=[CH:19][CH:18]=[CH:17][CH:16]=3)[N:4]=2)[CH:13]=[CH:12][CH:11]=[CH:10][CH:9]=1. Starting materials: ClC1=C(N=C(N=N1)C1=CC=CC=C1)CC1=CC=CC=C1 (6-chloro-5-benzyl-3-phenyl-1,2,4-triazine), ClC=1C=C(C=CC1)N1CCNCC1 (1-(3-chlorophenyl)piperazine). Reported procedure: Suspend 2 mmol (570 mg) of 6-chloro-5-benzyl-3-phenyl-1,2,4-triazine obtained in Step A of Example 57 in 40 ml of butanol, and add 4 equivalents of 1-(3-chlorophenyl)piperazine. Heat for 12 hours at 120° C., concentrate the solution, take up in ether, filter the resulting precipitate and recrystallise it from ethanol. Yields the product C1(=CC=CC=C1)C=1N=NC(=C(N1)CC1=CC=CC=C1)N1CCN(CC1)C1=CC(=CC=C1)Cl (3-PHENYL-5-BENZYL-6-[4-(3-CHLOROPHENYL)-1-PIPERAZINYL]-1,2,4-TRIAZINE). Reaction conditions: temperature 120 celsius. Starting materials: NC=1C=C(C(=O)NC2=CC(=C(C=C2)C)C)C=CC1N (3,4-diamino-N-(3,4-dimethyl-phenyl)-benzamide), CC1=C(C=O)C(=CC(=C1)OCCN1CCCC1)C (2,6-dimethyl-4-(2-pyrrolidin-1-yl-ethoxy)-benzaldehyde), FeCl3. Solvent: CO (MeOH). Conditions: time 8 hour. Yields the product CC=1C=C(C=CC1C)NC(=O)C1=CC2=C(N=C(N2)C2=C(C=C(C=C2C)OCCN2CCCC2)C)C=C1 (2-[2,6-dimethyl-4-(2-pyrrolidin-1-yl-ethoxy)-phenyl]-3H-benzoimidazole-5-carboxylic acid (3,4-dimethyl-phenyl)-amide). RXN SMILES: [NH2:1][C:2]1[CH:3]=[C:4]([CH:16]=[CH:17][C:18]=1[NH2:19])[C:5]([NH:7][C:8]1[CH:13]=[CH:12][C:11]([CH3:14])=[C:10]([CH3:15])[CH:9]=1)=[O:6].[CH3:20][C:21]1[CH:28]=[C:27]([O:29][CH2:30][CH2:31][N:32]2[CH2:36][CH2:35][CH2:34][CH2:33]2)[CH:26]=[C:25]([CH3:37])[C:22]=1[CH:23]=O>CO>[CH3:15][C:10]1[CH:9]=[C:8]([NH:7][C:5]([C:4]2[CH:16]=[CH:17][C:18]3[N:19]=[C:23]([C:22]4[C:21]([CH3:20])=[CH:28][C:27]([O:29][CH2:30][CH2:31][N:32]5[CH2:36][CH2:35][CH2:34][CH2:33]5)=[CH:26][C:25]=4[CH3:37])[NH:1][C:2]=3[CH:3]=2)=[O:6])[CH:13]=[CH:12][C:11]=1[CH3:14]. Procedure details: A mixture of 3,4-diamino-N-(3,4-dimethyl-phenyl)-benzamide (0.1 mL in 0.2 M DMSO solution), 2,6-dimethyl-4-(2-pyrrolidin-1-yl-ethoxy)-benzaldehyde (0.1 mL in 0.2 M toluene solution) and FeCl3 (0.05 mL in 0.02M THF solution) was stirred in open air at ambient temperature overnight. The mixture was then diluted by MeOH and the whole was loaded onto a solid phase extraction (SPE) cartridge that contained strong cation exchange (SCX) (1 g media in 6 mL cartridge, United Chemical Technology). Wash-to... The reactants are Cc1ccc(-c2ccc3c(c2)C=C(C(=O)O)CCO3)cc1, CO, [H][H]. The product is Cc1ccc(-c2ccc3c(c2)CC(C(=O)O)CCO3)cc1. As a reaction SMILES: [CH3:1][c:2]1[cH:3][cH:4][c:5](-[c:8]2[cH:9][cH:10][c:11]3[c:12]([cH:21]2)[CH:13]=[C:14]([C:18](=[O:19])[OH:20])[CH2:15][CH2:16][O:17]3)[cH:6][cH:7]1.[CH3:24][OH:25].[H:22][H:23]>>[CH3:1][c:2]1[cH:3][cH:4][c:5](-[c:8]2[cH:9][cH:10][c:11]3[c:12]([cH:21]2)[CH2:13][CH:14]([C:18](=[O:19])[OH:20])[CH2:15][CH2:16][O:17]3)[cH:6][cH:7]1. Reactants: C[P+](C)(C)CC#N, CCC#N, CS(C)=O, CCN(C(C)C)C(C)C, Cl, CNC(=O)c1ccc(N2CCNCC2)c(F)c1, [I-], O=C1Nc2cc(CO)cnc2N2CCCCC12. The product is CNC(=O)c1ccc(N2CCN(Cc3cnc4c(c3)NC(=O)C3CCCCN43)CC2)c(F)c1. As a reaction SMILES: [C:19]([CH2:20][P+:21]([CH3:22])([CH3:23])[CH3:24])#[N:25].[C:53](#[N:54])[CH2:55][CH3:56].[CH3:57][S:58]([CH3:59])=[O:60].[CH:44]([N:45]([CH2:46][CH3:47])[CH:48]([CH3:49])[CH3:50])([CH3:51])[CH3:52].[ClH:26].[F:27][c:28]1[cH:29][c:30]([C:31](=[O:32])[NH:33][CH3:34])[cH:35][cH:36][c:37]1[N:38]1[CH2:39][CH2:40][NH:41][CH2:42][CH2:43]1.[I-:18].[OH:1][CH2:2][c:3]1[cH:4][c:5]2[c:10]([n:11][cH:12]1)[N:9]1[CH:8]([C:7](=[O:17])[NH:6]2)[CH2:16][CH2:15][CH2:14][CH2:13]1>>[CH2:2]([c:3]1[cH:4][c:5]2[c:10]([n:11][cH:12]1)[N:9]1[CH:8]([C:7](=[O:17])[NH:6]2)[CH2:16][CH2:15][CH2:14][CH2:13]1)[N:41]1[CH2:40][CH2:39][N:38]([c:37]2[c:28]([F:27])[cH:29][c:30]([C:31](=[O:32])[NH:33][CH3:34])[cH:35][cH:36]2)[CH2:43][CH2:42]1. The reactants are O=C([O-])[O-], Cc1ccccc1, N#Cc1ccc(Cl)cn1, [Na+], [Na+], O, O, OB(O)c1ccccc1, c1ccc(P(c2ccccc2)(c2ccccc2)[Pd](P(c2ccccc2)(c2ccccc2)c2ccccc2)(P(c2ccccc2)(c2ccccc2)c2ccccc2)P(c2ccccc2)(c2ccccc2)c2ccccc2)cc1. The product is N#Cc1ccc(-c2ccccc2)cn1. As a reaction SMILES: [C:10](=[O:11])([O-:12])[O-:13].[CH3:25][c:26]1[cH:27][cH:28][cH:29][cH:30][cH:31]1.[Cl:1][c:2]1[cH:3][cH:4][c:5]([C:8]#[N:9])[n:6][cH:7]1.[Na+:14].[Na+:15].[OH2:32].[OH2:33].[OH:16][B:17]([OH:18])[c:19]1[cH:20][cH:21][cH:22][cH:23][cH:24]1.[cH:34]1[cH:35][cH:36][c:37]([P:38]([Pd:39]([P:40]([c:41]2[cH:42][cH:43][cH:44][cH:45][cH:46]2)([c:47]2[cH:48][cH:49][cH:50][cH:51][cH:52]2)[c:53]2[cH:54][cH:55][cH:56][cH:57][cH:58]2)([P:59]([c:60]2[cH:61][cH:62][cH:63][cH:64][cH:65]2)([c:66]2[cH:67][cH:68][cH:69][cH:70][cH:71]2)[c:72]2[cH:73][cH:74][cH:75][cH:76][cH:77]2)[P:78]([c:79]2[cH:80][cH:81][cH:82][cH:83][cH:84]2)([c:85]2[cH:86][cH:87][cH:88][cH:89][cH:90]2)[c:91]2[cH:92][cH:93][cH:94][cH:95][cH:96]2)([c:97]2[cH:98][cH:99][cH:100][cH:101][cH:102]2)[c:103]2[cH:104][cH:105][cH:106][cH:107][cH:108]2)[cH:109][cH:110]1>>[c:2]1(-[c:19]2[cH:20][cH:21][cH:22][cH:23][cH:24]2)[cH:3][cH:4][c:5]([C:8]#[N:9])[n:6][cH:7]1.